Dataset: the Open Reaction Database (ORD), a public repository of structured organic reaction records. Task: describe an organic reaction: reactants, conditions, products, and yield Starting materials: 1.9B, FC1=CC=C(C=C1)C1=CC2=C(N(C3=CC=CC=C23)C)N(C1=O)C (3-(4-fluorophenyl)-1,9-dimethyl-1,9-dihydropyrido[2,3-b]indol-2-one), C(C)(=O)Cl (acetyl chloride). Product: C(C)(=O)C=1C=C2C3=C(N(C2=CC1)C)N(C(C(=C3)C3=CC=C(C=C3)F)=O)C (6-Acetyl-3-(4-fluorophenyl)-1,9-dimethyl-1,9-dihydropyrido[2,3-b]indol-2-one). As a reaction SMILES: [F:1][C:2]1[CH:7]=[CH:6][C:5]([C:8]2[C:21](=[O:22])[N:20]([CH3:23])[C:11]3[N:12]([CH3:19])[C:13]4[C:18]([C:10]=3[CH:9]=2)=[CH:17][CH:16]=[CH:15][CH:14]=4)=[CH:4][CH:3]=1.[C:24](Cl)(=[O:26])[CH3:25]>>[C:24]([C:16]1[CH:17]=[C:18]2[C:13](=[CH:14][CH:15]=1)[N:12]([CH3:19])[C:11]1[N:20]([CH3:23])[C:21](=[O:22])[C:8]([C:5]3[CH:4]=[CH:3][C:2]([F:1])=[CH:7][CH:6]=3)=[CH:9][C:10]2=1)(=[O:26])[CH3:25]. Procedure details: The process is carried out as in preparation 1.9B above, using 3-(4-fluorophenyl)-1,9-dimethyl-1,9-dihydropyrido[2,3-b]indol-2-one from Example 63A above and acetyl chloride. The reactants are C(C)(=O)C1=CC=C(OCCCCN2C(C3=CC=CC=C3C2=O)=O)C=C1 (2-[4-(4-Acetylphenoxy)butyl]-1H-isoindole-1,3(2H)-dione), C(=O)NC(NC=O)NC=O (tris(formamido)methane), C(=O)N (formamide), [OH-].[Na+] (NaOH). Solvent: O (water). The product is N1=CN=C(C=C1)C1=CC=C(OCCCCN2C(C3=CC=CC=C3C2=O)=O)C=C1 (2-[4-[4-(Pyrimidin-4-yl)phenoxy]butyl]-1H-isoindole-1,3(2H)-dione). RXN SMILES: [C:1]([C:4]1[CH:25]=[CH:24][C:7]([O:8][CH2:9][CH2:10][CH2:11][CH2:12][N:13]2[C:21](=[O:22])[C:20]3[C:15](=[CH:16][CH:17]=[CH:18][CH:19]=3)[C:14]2=[O:23])=[CH:6][CH:5]=1)(=O)[CH3:2].[CH:26]([NH:28][CH:29](NC=O)[NH:30]C=O)=O.C(N)=O.[OH-].[Na+]>O>[N:28]1[CH:26]=[CH:2][C:1]([C:4]2[CH:25]=[CH:24][C:7]([O:8][CH2:9][CH2:10][CH2:11][CH2:12][N:13]3[C:21](=[O:22])[C:20]4[C:15](=[CH:16][CH:17]=[CH:18][CH:19]=4)[C:14]3=[O:23])=[CH:6][CH:5]=2)=[N:30][CH:29]=1 |f:3.4|. Reported procedure: A mixture of 10.0 g of 2-[4-(4-acetylphenoxy]-butyl]-1H-isoindole-1,3(2H)-dione (Example 42) 10.0 g of tris(formamido)methane, and 20 ml of formamide are combined and the mixture stirred and heated at 160°-165° C. for 8 hours. After dilution with 100 ml of water, the mixture is rendered basic with 10N NaOH, the precipitate collected, washed with water, and air dried. Recrystallization from ethanol gives the pure compound, m.p. 100°-102° C.; yield, 5.0 g. Starting materials: COC=1C=C(CC2N(CCC3=CC(=C(C=C23)O)OC)CC(=O)NC2CCC3=CC=CC=C23)C=CC1OC (2-[1-(3,4-dimethoxy-benzyl)-7-hydroxy-6-methoxy-3,4-dihydro-1H-isoquinolin-2-yl]-N-(indan-1-yl)-acetamide), BrCC(=O)OC (methyl bromoacetate). Yields the product COC(COC1=C(C=C2CCN(C(C2=C1)CC1=CC(=C(C=C1)OC)OC)CC(NC1CCC2=CC=CC=C12)=O)OC)=O ([2-(Indan-1-ylcarbamoyl-methyl)-1-(3,4-dimethoxy-benzyl)-6-methoxy-1,2,3,4-tetrahydro-isoquinolin-7-yloxy]-acetic acid methyl ester). Reaction SMILES: [CH3:1][O:2][C:3]1[CH:4]=[C:5]([CH:33]=[CH:34][C:35]=1[O:36][CH3:37])[CH2:6][CH:7]1[C:16]2[C:11](=[CH:12][C:13]([O:18][CH3:19])=[C:14]([OH:17])[CH:15]=2)[CH2:10][CH2:9][N:8]1[CH2:20][C:21]([NH:23][CH:24]1[C:32]2[C:27](=[CH:28][CH:29]=[CH:30][CH:31]=2)[CH2:26][CH2:25]1)=[O:22].Br[CH2:39][C:40]([O:42][CH3:43])=[O:41]>>[CH3:43][O:42][C:40](=[O:41])[CH2:39][O:17][C:14]1[CH:15]=[C:16]2[C:11]([CH2:10][CH2:9][N:8]([CH2:20][C:21](=[O:22])[NH:23][CH:24]3[C:32]4[C:27](=[CH:28][CH:29]=[CH:30][CH:31]=4)[CH2:26][CH2:25]3)[CH:7]2[CH2:6][C:5]2[CH:33]=[CH:34][C:35]([O:36][CH3:37])=[C:3]([O:2][CH3:1])[CH:4]=2)=[CH:12][C:13]=1[O:18][CH3:19]. Reported procedure: prepared by reaction of 2-[1-(3,4-dimethoxy-benzyl)-7-hydroxy-6-methoxy-3,4-dihydro-1H-isoquinolin-2-yl]-N-(indan-1-yl)-acetamide with methyl bromoacetate The reactants are CC(=O)C1=CC2=CC=CC(=C2C=C1)OC (Methyl (5-methoxynaphth-2-yl)ketone), P(Cl)(Cl)(Cl)(Cl)Cl (phosphorus pentachloride), [NH2-].[Na+] (sodamide), N (ammonia), ice. The solvent is CCOCC (ether), O (water), C1CCOC1 (THF). Reaction conditions: time 3 day. The product is C(#C)C1=CC2=CC=CC(=C2C=C1)OC (2-ethynyl-5-methoxynaphthalene). Reaction SMILES: [CH3:1][C:2]([C:4]1[CH:13]=[CH:12][C:11]2[C:6](=[CH:7][CH:8]=[CH:9][C:10]=2[O:14][CH3:15])[CH:5]=1)=O.P(Cl)(Cl)(Cl)(Cl)Cl.[NH2-].[Na+].N>C1COCC1.CCOCC.O>[C:2]([C:4]1[CH:13]=[CH:12][C:11]2[C:6](=[CH:7][CH:8]=[CH:9][C:10]=2[O:14][CH3:15])[CH:5]=1)#[CH:1] |f:2.3|. Procedure: Methyl (5-methoxynaphth-2-yl)ketone (0.25 moles) and phosphorus pentachloride (0.31 moles) are placed in a 3-neck flask equipped with a mechanical stirrer, a condenser connected to a nitrogen inlet, and a thermometer. The mixture is stirred at 33°-35° C for 3 days. The cooled reaction mixture is poured onto 800 g of ice and extracted with 3 × 500 ml of ether. The ether fraction is washed with 2 × 100 ml water 4 × 100 ml of 5% sodium hydroxide, 3 × 50 ml water, 2 × 50 ml of saturated saline and d... Reactants: Cl.ClCC1=CN=CN1C(C)C1=CC=CC=C1 (5-(chloromethyl)-1-(1-phenylethyl)-1H-imidazole monohydrochloride), CN(C=O)C (N,N-dimethylformamide), N (ammonia), CN (methanamine). Product: O.Cl.Cl.CNCC1=CN=CN1C(C)C1=CC=CC=C1 ((±)-N-methyl-1-(1-phenylethyl)-1H-imidazole-5-methanamine dihydrochloride monohydrate). Reaction SMILES: [ClH:1].[Cl:2][CH2:3][C:4]1[N:8]([CH:9]([C:11]2[CH:16]=[CH:15][CH:14]=[CH:13][CH:12]=2)[CH3:10])[CH:7]=[N:6][CH:5]=1.[CH3:17][N:18](C)C=[O:20].CN.N>ClC(Cl)Cl.CO>[OH2:20].[ClH:2].[ClH:1].[CH3:17][NH:18][CH2:3][C:4]1[N:8]([CH:9]([C:11]2[CH:16]=[CH:15][CH:14]=[CH:13][CH:12]=2)[CH3:10])[CH:7]=[N:6][CH:5]=1 |f:0.1,7.8.9.10|. Isolated yield 44.5%. Procedure: Through a stirred mixture of 3 parts of 5-(chloromethyl)-1-(1-phenylethyl)-1H-imidazole monohydrochloride and 45 parts of N,N-dimethylformamide were bubbled 3 equivalents of gaseous methanamine at room temperature during a 1 hour-period: exothermic reaction, the temperature rose to 50° C. The reaction mixture was taken up in trichloromethane and methanol, previously saturated with ammonia, was added. The formed precipitate was filtered off and the filtrate was purified by column chromatography o... Run in ClC(Cl)Cl (trichloromethane), CO (methanol). Reactants: O=C1O[C@@H]([C@H](N1)C1=CC(=CC=C1)C#CC1=CC=CC=C1)C(=O)N ((4R,5S)-2-oxo-4-(3-(phenylethynyl)phenyl)oxazolidine-5-carboxamide), P(=O)(Cl)(Cl)Cl (phosphorus oxychloride), C([O-])(O)=O.[Na+] (sodium bicarbonate). The solvent is ClCCl (dichloromethane). Product: O=C1O[C@@H]([C@H](N1)C1=CC(=CC=C1)C#CC1=CC=CC=C1)C#N ((4R,5S)-2-oxo-4-(3-(phenylethynyl)phenyl)oxazolidine-5-carbonitrile). Isolated yield 68.2%. As a reaction SMILES: [O:1]=[C:2]1[NH:6][C@H:5]([C:7]2[CH:12]=[CH:11][CH:10]=[C:9]([C:13]#[C:14][C:15]3[CH:20]=[CH:19][CH:18]=[CH:17][CH:16]=3)[CH:8]=2)[C@@H:4]([C:21]([NH2:23])=O)[O:3]1.P(Cl)(Cl)(Cl)=O.C(=O)(O)[O-].[Na+]>ClCCl>[O:1]=[C:2]1[NH:6][C@H:5]([C:7]2[CH:12]=[CH:11][CH:10]=[C:9]([C:13]#[C:14][C:15]3[CH:16]=[CH:17][CH:18]=[CH:19][CH:20]=3)[CH:8]=2)[C@@H:4]([C:21]#[N:23])[O:3]1 |f:2.3|. Procedure details: To a solution of (4R,5S)-2-oxo-4-(3-(phenylethynyl)phenyl)oxazolidine-5-carboxamide (80 mg, 0.261 mmol) in dichloromethane (2 mL) was added phosphorus oxychloride (0.243 mL, 2.61 mmol). The reaction was heated to reflux for 4 h and sodium bicarbonate (sat) was added until pH 7. The reaction mixture was back extracted with dichloromethane (3×5 mL) and the combined organic layers were dried over magnesium sulfate, filtered and concentrated to yield a yellow wax that was purified by Preparative HPL... Starting materials: BrCC=1C(NC2=CC=CC=C2C1)=O (3-bromomethyl-1,2-dihydroquinolin-2-one), OC1=C(C=C(C=C1)C(CC)(OC)C=1SC=CN1)OC (2-[1-(4-hydroxy-3-methoxyphenyl)-1-methoxypropyl]thiazole). The product is COC(CC)(C1=CC(=C(C=C1)OCC=1C(NC2=CC=CC=C2C1)=O)OC)C=1SC=CN1 (2-[1-methoxy-1-[3-methoxy-4-(1,2 dihydro-2-oxoquinolin-3ylmethoxy)phenyl]propyl]thiazole). The yield is 28.0%. As a reaction SMILES: Br[CH2:2][C:3]1[C:4](=[O:13])[NH:5][C:6]2[C:11]([CH:12]=1)=[CH:10][CH:9]=[CH:8][CH:7]=2.[OH:14][C:15]1[CH:20]=[CH:19][C:18]([C:21]([C:26]2[S:27][CH:28]=[CH:29][N:30]=2)([O:24][CH3:25])[CH2:22][CH3:23])=[CH:17][C:16]=1[O:31][CH3:32]>>[CH3:25][O:24][C:21]([C:26]1[S:27][CH:28]=[CH:29][N:30]=1)([C:18]1[CH:19]=[CH:20][C:15]([O:14][CH2:2][C:3]2[C:4](=[O:13])[NH:5][C:6]3[C:11]([CH:12]=2)=[CH:10][CH:9]=[CH:8][CH:7]=3)=[C:16]([O:31][CH3:32])[CH:17]=1)[CH2:22][CH3:23]. Procedure details: Using a similar procedure to that described in Example 1, 3-bromomethyl-1,2-dihydroquinolin-2-one was reacted with 2-[1-(4-hydroxy-3-methoxyphenyl)-1-methoxypropyl]thiazole to give 2-[1-methoxy-1-[3-methoxy-4-(1,2 dihydro-2-oxoquinolin-3ylmethoxy)phenyl]propyl]thiazole in 28% yield, m.p. 170°-171° C. (recrystallised from a mixture of hexane and ethyl acetate). Starting materials: COCC1=CC=C(C=C1)CC(C)=O (1-(4-methoxymethylphenyl)propan-2-one), OC(CN)C1=CC(=C(C=C1)O)CO (2-hydroxy-2-(4-hydroxy-3-hydroxymethylphenyl) ethanamine). The reagents and catalysts are [Pt]=O (platinum oxide). Run in C(C)O (ethanol). Yields the product COCC1=CC=C(C=C1)CC(C)NCC(C1=CC(=C(C=C1)O)CO)O (N-[2-(4-Methoxymethylphenyl)-1-methylethyl]-2-hydroxy-2-(4-hydroxy-3-hydroxymethylphenyl)ethanamine). As a reaction SMILES: [CH3:1][O:2][CH2:3][C:4]1[CH:9]=[CH:8][C:7]([CH2:10][C:11](=O)[CH3:12])=[CH:6][CH:5]=1.[OH:14][CH:15]([C:18]1[CH:23]=[CH:22][C:21]([OH:24])=[C:20]([CH2:25][OH:26])[CH:19]=1)[CH2:16][NH2:17]>C(O)C.[Pt]=O>[CH3:1][O:2][CH2:3][C:4]1[CH:9]=[CH:8][C:7]([CH2:10][CH:11]([NH:17][CH2:16][CH:15]([OH:14])[C:18]2[CH:23]=[CH:22][C:21]([OH:24])=[C:20]([CH2:25][OH:26])[CH:19]=2)[CH3:12])=[CH:6][CH:5]=1. Procedure details: A mixture of 1-(4-methoxymethylphenyl)propan-2-one (0.46 g) and 2-hydroxy-2-(4-hydroxy-3-hydroxymethylphenyl) ethanamine (0.45 g) in ethanol (50 ml) was refluxed 0.5 hours, cooled to ambient temperature and hydrogenated at atmospheric pressure using platinum oxide as catalyst. The solution was filtered, evaporated, the residue taken up in ethyl acetate and filtered again. Removal of the solvent gave an oil which was crystallised and recrystallised from benzene to give the title compound, mp 81°-...